Dataset: the Open Reaction Database (ORD), a public repository of structured organic reaction records. Task: describe an organic reaction: reactants, conditions, products, and yield Starting materials: C([O-])([O-])=O.[K+].[K+] (Potassium carbonate), ClC1=NC(=CC2=C(C=CC=C12)Cl)O (1,5-dichloroisoquinolin-3-ol), BrCCC (1-bromopropane). Solvent: O (water). Run at temperature 50 celsius. Yields the product crude product, ClC1=NC(=CC2=C(C=CC=C12)Cl)OCCC (1,5-dichloro-3-propoxyisoquinoline). Yield: 91.9%. Reaction SMILES: C(=O)([O-])[O-].[K+].[K+].[Cl:7][C:8]1[C:17]2[C:12](=[C:13]([Cl:18])[CH:14]=[CH:15][CH:16]=2)[CH:11]=[C:10]([OH:19])[N:9]=1.Br[CH2:21][CH2:22][CH3:23]>O>[Cl:7][C:8]1[C:17]2[C:12](=[C:13]([Cl:18])[CH:14]=[CH:15][CH:16]=2)[CH:11]=[C:10]([O:19][CH2:21][CH2:22][CH3:23])[N:9]=1 |f:0.1.2|. Procedure: Potassium carbonate (646 mg, 4.67 mmol) was added to a solution of 1,5-dichloroisoquinolin-3-ol (500 mg, 2.336 mmol) and 1-bromopropane (0.234 mL, 2.57 mmol) and heated to 50° C. for 3 hrs. After 3 hours the reaction was diluted with water and extracted with EtOAc (2×). The organic layer was washed with water followed by brine, dried over MgSO4, filtered and evaporated to give the crude product 1,5-dichloro-3-propoxyisoquinoline (550 mg, 92% yield), which was used as is in the next step. MS: MS ... Reactants: C(C)(C)O (isopropyl alcohol), NC=1SC(=NN1)CC (2-amino-5-ethyl-1,3,4-thiadiazole), BrCC1=CC=C(C=C1)C1=C(C=CC=C1)C#N (4'-bromomethyl-2-cyanobiphenyl). Run in O (water). Yields the product Br.C(C)C1=NN(C(S1)=N)CC1=CC=C(C=C1)C1=C(C=CC=C1)C#N (5-ethyl-2-imino-3-(2'-cyanobiphenyl-4-yl)methyl-1,3,4-thiadiazoline.hydrobromide). Yield: 110.1%. Reaction SMILES: C(O)(C)C.[NH2:5][C:6]1[S:7][C:8]([CH2:11][CH3:12])=[N:9][N:10]=1.[Br:13][CH2:14][C:15]1[CH:20]=[CH:19][C:18]([C:21]2[CH:26]=[CH:25][CH:24]=[CH:23][C:22]=2[C:27]#[N:28])=[CH:17][CH:16]=1>O>[BrH:13].[CH2:11]([C:8]1[S:7][C:6](=[NH:5])[N:10]([CH2:14][C:15]2[CH:16]=[CH:17][C:18]([C:21]3[CH:26]=[CH:25][CH:24]=[CH:23][C:22]=3[C:27]#[N:28])=[CH:19][CH:20]=2)[N:9]=1)[CH3:12] |f:4.5|. Reported procedure: To a mixed solution of 7.5 ml of isopropyl alcohol and 2.5 ml of water, 2.7 g of 2-amino-5-ethyl-1,3,4-thiadiazole and 1.3 g of 4'-bromomethyl-2-cyanobiphenyl were added, followed by heating under reflux for 2 hours. After the reaction mixture was cooled, the crystals so precipitated were collected by filtration, washed successively with isopropyl alcohol and diethyl ether and then dried, whereby 2.11 g of the title compound was obtained. The reactants are CC(C)(C)OC(=O)N1CCC(CN2CCN(C(=O)Nc3ccc(Cl)c(Cl)c3)CC2)C1, ClCCl, O=C(O)C(F)(F)F. Product: O=C(Nc1ccc(Cl)c(Cl)c1)N1CCN(CC2CCNC2)CC1. Reaction SMILES: [Cl:1][c:2]1[cH:3][c:4]([NH:9][C:10](=[O:11])[N:12]2[CH2:13][CH2:14][N:15]([CH2:18][CH:19]3[CH2:20][N:21]([C:24]([O:25][C:26]([CH3:27])([CH3:28])[CH3:29])=[O:30])[CH2:22][CH2:23]3)[CH2:16][CH2:17]2)[cH:5][cH:6][c:7]1[Cl:8].[Cl:38][CH2:39][Cl:40].[OH:31][C:32]([C:33]([F:34])([F:35])[F:36])=[O:37]>>[Cl:1][c:2]1[cH:3][c:4]([NH:9][C:10](=[O:11])[N:12]2[CH2:13][CH2:14][N:15]([CH2:18][CH:19]3[CH2:20][NH:21][CH2:22][CH2:23]3)[CH2:16][CH2:17]2)[cH:5][cH:6][c:7]1[Cl:8]. Reactants: C1(CCCCC1)OC1=CC=C(C=C1)CC(=O)N(C)OC (2-(4-cyclohexyloxy-phenyl)-N-methoxy-N-methyl-acetamide), C1(CC1)[Mg]Br (cyclopropylmagnesium bromide), C(=O)=O.CC(=O)C (dry ice acetone). Run in C1CCOC1 (THF). Run at temperature -78 celsius, time 30 minute. Product: C1(CCCCC1)OC1=CC=C(C=C1)CC(=O)C1CC1 (2-(4-cyclohexyloxy-phenyl)-1-cyclopropyl-ethanone). Isolated yield 70.9%. Reaction SMILES: [CH:1]1([O:7][C:8]2[CH:13]=[CH:12][C:11]([CH2:14][C:15](N(OC)C)=[O:16])=[CH:10][CH:9]=2)[CH2:6][CH2:5][CH2:4][CH2:3][CH2:2]1.[CH:21]1([Mg]Br)[CH2:23][CH2:22]1.C(=O)=O.CC(C)=O>C1COCC1>[CH:1]1([O:7][C:8]2[CH:9]=[CH:10][C:11]([CH2:14][C:15]([CH:21]3[CH2:23][CH2:22]3)=[O:16])=[CH:12][CH:13]=2)[CH2:2][CH2:3][CH2:4][CH2:5][CH2:6]1 |f:2.3|. Procedure: To a stirred solution of 2-(4-cyclohexyloxy-phenyl)-N-methoxy-N-methyl-acetamide (Example 14, 1.31 mmol, 0.36 g) in anhydrous THF (1 mL) at −78° C. was added cyclopropylmagnesium bromide (2 M in diethyl ether, 2.62 mmol, 5.25 mL) dropwise over 5 minutes. The reaction was stirred for 30 minutes at −78° C. The dry ice/acetone bath was replaced with an ice bath and the reaction was stirred for an additional 30 min. The reaction mixture was quenched by addition of saturated ammonium chloride (5 mL) ...